From a dataset of the Open Reaction Database (ORD), a public repository of structured organic reaction records. describe an organic reaction: reactants, conditions, products, and yield Reactants: Fc1ccc(Oc2cccc(C(Br)Br)c2)cc1, CCO, [Ca+2], O=C([O-])[O-], O. The product is O=Cc1cccc(Oc2ccc(F)cc2)c1. Reaction SMILES: [Br:1][CH:2]([c:3]1[cH:4][c:5]([O:9][c:10]2[cH:11][cH:12][c:13]([F:16])[cH:14][cH:15]2)[cH:6][cH:7][cH:8]1)[Br:17].[CH3:23][CH2:24][OH:25].[Ca+2:18].[O-:19][C:20](=[O:21])[O-:22].[OH2:26]>>[CH:2]([c:3]1[cH:4][c:5]([O:9][c:10]2[cH:11][cH:12][c:13]([F:16])[cH:14][cH:15]2)[cH:6][cH:7][cH:8]1)=[O:19]. Reactants: COC=1C=C(C=C(C1)OC)C(C)CCCC1=CC=C(C=C1)F (2-(3,5-dimethoxyphenyl)-5-(4-fluorophenyl)pentane), Br (hydrogen bromide), C(C)(=O)O (acetic acid), Br (HBr). The solvent is O (water). Reaction conditions: time 17 hour. Product: OC=1C=C(C=C(C1)O)C(C)CCCC1=CC=C(C=C1)F (2-(3,5-dihydroxyphenyl)-5-(4-fluorophenyl)pentane). RXN SMILES: C[O:2][C:3]1[CH:4]=[C:5]([CH:11]([CH2:13][CH2:14][CH2:15][C:16]2[CH:21]=[CH:20][C:19]([F:22])=[CH:18][CH:17]=2)[CH3:12])[CH:6]=[C:7]([O:9]C)[CH:8]=1.C(O)(=O)C.Br>O>[OH:2][C:3]1[CH:4]=[C:5]([CH:11]([CH2:13][CH2:14][CH2:15][C:16]2[CH:17]=[CH:18][C:19]([F:22])=[CH:20][CH:21]=2)[CH3:12])[CH:6]=[C:7]([OH:9])[CH:8]=1. Reported procedure: Fifty grams of the above prepared 2-(3,5-dimethoxyphenyl)-5-(4-fluorophenyl)pentane, 450 ml. of acetic acid and 180 ml. of 48% HBr in water were mixed. While cooling, the mixture was saturated with hydrogen bromide gas (approximately 1/2 hour). The reaction was placed in an 87° bath and stirred for 17 hours. The reaction was then concentrated in vacuo and the residue neutralized with K2CO3 and NaHCO3, extracted with ether, treated with charcoal and MgSO4 and filtered to yield 45 g. of 2-(3,5-dih... The reactants are COC([C@H](CC(C)C)N1C(C2=CC=CC(=C2C1)C(F)(F)F)=O)=O ((S)-4-methyl-2-(1-oxo-4-trifluoromethyl-1,3-dihydro-isoindol-2-yl)-pentanoic acid methyl ester), O.[OH-].[Li+] (lithium hydroxide monohydrate). Run in O1CCCC1.O (tetrahydrofuran water). Run at time 2 hour. Product: CC(C[C@@H](C(=O)O)N1C(C2=CC=CC(=C2C1)C(F)(F)F)=O)C ((S)-4-methyl-2-(1-oxo-4-trifluoromethyl-1,3-dihydro-isoindol-2-yl)-pentanoic acid). Isolated yield 97.1%. Reaction SMILES: C[O:2][C:3](=[O:23])[C@@H:4]([N:9]1[CH2:17][C:16]2[C:11](=[CH:12][CH:13]=[CH:14][C:15]=2[C:18]([F:21])([F:20])[F:19])[C:10]1=[O:22])[CH2:5][CH:6]([CH3:8])[CH3:7].O.[OH-].[Li+]>O1CCCC1.O>[CH3:7][CH:6]([CH3:8])[CH2:5][C@H:4]([N:9]1[CH2:17][C:16]2[C:11](=[CH:12][CH:13]=[CH:14][C:15]=2[C:18]([F:21])([F:19])[F:20])[C:10]1=[O:22])[C:3]([OH:23])=[O:2] |f:1.2.3,4.5|. Procedure details: A solution of (S)-4-methyl-2-(1-oxo-4-trifluoromethyl-1,3-dihydro-isoindol-2-yl)-pentanoic acid methyl ester (274 mg, 0.83 mmol) in tetrahydrofuran/water (12 mL, 1:1) was treated with lithium hydroxide monohydrate (70 mg, 1.66 mmol) at room temperature. The reaction mixture was then stirred at room temperature for 2 h. After this time, the reaction mixture was concentrated in vacuo to remove the tetrahydrofuran. The resulting material was then diluted with a 1N aqueous hydrochloric acid solution... Starting materials: ClC1=C(C=C(C=C1)[N+](=O)[O-])S(=O)(=O)Cl (2--Chloro-5-nitro benzene sulphonylchloride), [F-].[K+] (Potassium fluoride). Run in O1CCOCC1 (p-dioxane), O (water). Reaction conditions: temperature 70 celsius, time 4 hour. Yields the product ClC1=C(C=C(C=C1)[N+](=O)[O-])S(=O)(=O)F (2-chloro-5-nitro benzene sulphonylfluoride). Reaction SMILES: [Cl:1][C:2]1[CH:7]=[CH:6][C:5]([N+:8]([O-:10])=[O:9])=[CH:4][C:3]=1[S:11](Cl)(=[O:13])=[O:12].[F-:15].[K+]>O1CCOCC1.O>[Cl:1][C:2]1[CH:7]=[CH:6][C:5]([N+:8]([O-:10])=[O:9])=[CH:4][C:3]=1[S:11]([F:15])(=[O:13])=[O:12] |f:1.2|. Reported procedure: 2--Chloro-5-nitro benzene sulphonylchloride (40 parts) was stirred in p-dioxane (48 parts) at room temperature. Potassium fluoride (10 parts) dissolved in water (35 parts) was added, and the mixture heated to 70° C. Stirred at 70° C. for 4 hours then cooled to room temperature and poured onto ice/water. Allowed to stand for 2 days then filtered off the precipitate and dried in air to yield the product 2-chloro-5-nitro benzene sulphonylfluoride (36 parts). Reactants: CO, ClCCl, Nc1cc2c(cc1[N+](=O)[O-])CCC2, [O-][n+]1nc(CCCN2CCOCC2)nc2cc3c(cc21)CCC3. The product is [O-][n+]1nc(CCCN2CCOCC2)[n+]([O-])c2cc3c(cc21)CCC3. Reaction SMILES: [CH3:37][OH:38].[Cl:39][CH2:40][Cl:41].[N+:24](=[O:25])([c:26]1[cH:27][c:28]2[c:29]([cH:33][c:34]1[NH2:35])[CH2:30][CH2:31][CH2:32]2)[O-:36].[O:1]1[CH2:2][CH2:3][N:4]([CH2:7][CH2:8][CH2:9][c:10]2[n:11][n+:12]([O-:23])[c:13]3[c:14]([n:15]2)[cH:16][c:17]2[c:21]([cH:22]3)[CH2:20][CH2:19][CH2:18]2)[CH2:5][CH2:6]1>>[O:1]1[CH2:2][CH2:3][N:4]([CH2:7][CH2:8][CH2:9][c:10]2[n:11][n+:12]([O-:23])[c:13]3[c:14]([n+:15]2[O-:25])[cH:16][c:17]2[c:21]([cH:22]3)[CH2:20][CH2:19][CH2:18]2)[CH2:5][CH2:6]1. Starting materials: CC(=O)N1C(=O)OCC1Cc1ccccc1, CCN(C(C)C)C(C)C, [Cl-], [Cl-], [Cl-], [Cl-], ClCCl, O=[N+]([O-])C=Cc1cccc(OCc2ccccc2)c1, [Ti+4]. Product: O=C(CC(C[N+](=O)[O-])c1cccc(OCc2ccccc2)c1)N1C(=O)OCC1Cc1ccccc1. As a reaction SMILES: [C:1]([CH3:2])(=[O:3])[N:4]1[C:5](=[O:16])[O:6][CH2:7][CH:8]1[CH2:9][c:10]1[cH:11][cH:12][cH:13][cH:14][cH:15]1.[CH:17]([N:18]([CH:19]([CH3:20])[CH3:21])[CH2:22][CH3:23])([CH3:24])[CH3:25].[Cl-:48].[Cl-:50].[Cl-:51].[Cl-:52].[Cl:45][CH2:46][Cl:47].[N+:26](=[O:27])([O-:28])[CH:29]=[CH:30][c:31]1[cH:32][c:33]([O:34][CH2:35][c:36]2[cH:37][cH:38][cH:39][cH:40][cH:41]2)[cH:42][cH:43][cH:44]1.[Ti+4:49]>>[C:1]([CH2:2][CH:30]([CH2:29][N+:26](=[O:27])[O-:28])[c:31]1[cH:32][c:33]([O:34][CH2:35][c:36]2[cH:37][cH:38][cH:39][cH:40][cH:41]2)[cH:42][cH:43][cH:44]1)(=[O:3])[N:4]1[C:5](=[O:16])[O:6][CH2:7][CH:8]1[CH2:9][c:10]1[cH:11][cH:12][cH:13][cH:14][cH:15]1. Reactants: [Br-], COc1c(Br)cc(C(=O)N2CCOc3ncc(-c4cccc(C(F)(F)F)c4)cc32)cc1Br, C1CNCCN1, CN(C)C=O, [Li+]. Yields the product O=C(c1cc(Br)c(O)c(Br)c1)N1CCOc2ncc(-c3cccc(C(F)(F)F)c3)cc21. As a reaction SMILES: [Br-:34].[Br:1][c:2]1[cH:3][c:4]([C:11](=[O:12])[N:13]2[c:14]3[c:15]([n:19][cH:20][c:21](-[c:23]4[cH:24][c:25]([C:29]([F:30])([F:31])[F:32])[cH:26][cH:27][cH:28]4)[cH:22]3)[O:16][CH2:17][CH2:18]2)[cH:5][c:6]([Br:10])[c:7]1[O:8][CH3:9].[CH2:35]1[NH:36][CH2:37][CH2:38][NH:39][CH2:40]1.[CH:41]([N:42]([CH3:43])[CH3:44])=[O:45].[Li+:33]>>[Br:1][c:2]1[cH:3][c:4]([C:11](=[O:12])[N:13]2[c:14]3[c:15]([n:19][cH:20][c:21](-[c:23]4[cH:24][c:25]([C:29]([F:30])([F:31])[F:32])[cH:26][cH:27][cH:28]4)[cH:22]3)[O:16][CH2:17][CH2:18]2)[cH:5][c:6]([Br:10])[c:7]1[OH:8].